From a dataset of the Open Reaction Database (ORD), a public repository of structured organic reaction records. describe an organic reaction: reactants, conditions, products, and yield Starting materials: COc1ccc2c(c1)Oc1c(OCc3ccccc3)cccc1C21CCN(C)CC1, CCO, Cl. The product is Cl, COc1ccc2c(c1)Oc1c(O)cccc1C21CCN(C)CC1. RXN SMILES: [CH2:2]([c:3]1[cH:4][cH:5][cH:6][cH:7][cH:8]1)[O:9][c:10]1[cH:11][cH:12][cH:13][c:14]2[c:15]1[O:16][c:17]1[cH:18][c:19]([O:30][CH3:31])[cH:20][cH:21][c:22]1[C:23]21[CH2:24][CH2:25][N:26]([CH3:29])[CH2:27][CH2:28]1.[CH3:32][CH2:33][OH:34].[ClH:1]>>[ClH:1].[OH:9][c:10]1[cH:11][cH:12][cH:13][c:14]2[c:15]1[O:16][c:17]1[cH:18][c:19]([O:30][CH3:31])[cH:20][cH:21][c:22]1[C:23]21[CH2:24][CH2:25][N:26]([CH3:29])[CH2:27][CH2:28]1. The reactants are CCC(c1ccc(Br)cc1)N1CCC(CCO)(c2ccccc2)OC1=O, Cn1cc(Br)ccc1=O. The product is CCC(c1ccc(-c2ccc(=O)n(C)c2)cc1)N1CCC(CCO)(c2ccccc2)OC1=O. RXN SMILES: [Br:1][c:2]1[cH:3][cH:4][c:5]([CH:8]([CH2:9][CH3:10])[N:11]2[C:12](=[O:26])[O:13][C:14]([c:17]3[cH:18][cH:19][cH:20][cH:21][cH:22]3)([CH2:23][CH2:24][OH:25])[CH2:15][CH2:16]2)[cH:6][cH:7]1.[Br:27][c:28]1[cH:29][cH:30][c:31](=[O:35])[n:32]([CH3:34])[cH:33]1>>[c:2]1(-[c:28]2[cH:29][cH:30][c:31](=[O:35])[n:32]([CH3:34])[cH:33]2)[cH:3][cH:4][c:5]([CH:8]([CH2:9][CH3:10])[N:11]2[C:12](=[O:26])[O:13][C:14]([c:17]3[cH:18][cH:19][cH:20][cH:21][cH:22]3)([CH2:23][CH2:24][OH:25])[CH2:15][CH2:16]2)[cH:6][cH:7]1.